From a dataset of the Open Reaction Database (ORD), a public repository of structured organic reaction records. describe an organic reaction: reactants, conditions, products, and yield The reactants are [BH4-], CO, CC(C)(C)OC(=O)CCc1ccc(OCc2cccc(-c3ccccc3C=O)c2)cc1, [Na+], C1CCOC1. Product: CC(C)(C)OC(=O)CCc1ccc(OCc2cccc(-c3ccccc3CO)c2)cc1. Reaction SMILES: [BH4-:32].[CH3:34][OH:35].[CH:1](=[O:2])[c:3]1[c:4](-[c:9]2[cH:10][c:11]([CH2:15][O:16][c:17]3[cH:18][cH:19][c:20]([CH2:23][CH2:24][C:25](=[O:26])[O:27][C:28]([CH3:29])([CH3:30])[CH3:31])[cH:21][cH:22]3)[cH:12][cH:13][cH:14]2)[cH:5][cH:6][cH:7][cH:8]1.[Na+:33].[O:36]1[CH2:37][CH2:38][CH2:39][CH2:40]1>>[CH2:1]([OH:2])[c:3]1[c:4](-[c:9]2[cH:10][c:11]([CH2:15][O:16][c:17]3[cH:18][cH:19][c:20]([CH2:23][CH2:24][C:25](=[O:26])[O:27][C:28]([CH3:29])([CH3:30])[CH3:31])[cH:21][cH:22]3)[cH:12][cH:13][cH:14]2)[cH:5][cH:6][cH:7][cH:8]1. Solvent: C1CCOC1 (THF), C1CCOC1 (THF). Starting materials: FC(OC=1C=C2C=C(N(C2=CC1)C1=CC=C(C=C1)C(F)(F)F)C(=O)OCC)(F)F (Ethyl 5-[(trifluoromethyl)oxy]-1-[4-(trifluoromethyl)phenyl]-1H-indole-2-carboxylate), C(=O)(O)[O-].[Na+] (NaHCO3), [Li+].C[Si](C)(C)[N-][Si](C)(C)C (LHMDS), C(C)(=O)OC(C)(C)C (tert-butyl acetate). Procedure details: To a cooled (−78° C.) solution of LHMDS (4.5 mL, 1.0 M in THF, 4.5 mmol) in THF (13 mL) was added tert-butyl acetate (0.600 mL, 4.46 mmol), dropwise. After 30 min, a solution of the title compound of Example 13 Step A (620 mg, 1.50 mmol) in THF (4 mL) was added, and the mixture was held at −78° C. for 30 min, then was placed in a 0° C. bath. After 1.5 h, the reaction mixture was poured into sat. aq. NaHCO3 and extracted twice with EtOAc. The combined organic phases were concentrated in vacuo. Pu... Reaction conditions: time 30 minute. RXN SMILES: [Li+].C[Si]([N-][Si](C)(C)C)(C)C.[C:11]([O:14][C:15]([CH3:18])([CH3:17])[CH3:16])(=[O:13])[CH3:12].[F:19][C:20]([F:47])([F:46])[O:21][C:22]1[CH:23]=[C:24]2[C:28](=[CH:29][CH:30]=1)[N:27]([C:31]1[CH:36]=[CH:35][C:34]([C:37]([F:40])([F:39])[F:38])=[CH:33][CH:32]=1)[C:26]([C:41](OCC)=[O:42])=[CH:25]2.C([O-])(O)=O.[Na+]>C1COCC1>[O:42]=[C:41]([C:26]1[N:27]([C:31]2[CH:36]=[CH:35][C:34]([C:37]([F:40])([F:38])[F:39])=[CH:33][CH:32]=2)[C:28]2[C:24]([CH:25]=1)=[CH:23][C:22]([O:21][C:20]([F:19])([F:46])[F:47])=[CH:30][CH:29]=2)[CH2:12][C:11]([O:14][C:15]([CH3:18])([CH3:17])[CH3:16])=[O:13] |f:0.1,4.5|. Product: O=C(CC(=O)OC(C)(C)C)C=1N(C2=CC=C(C=C2C1)OC(F)(F)F)C1=CC=C(C=C1)C(F)(F)F (tert-Butyl 3-oxo-3-{5-(trifluoromethoxy)-1-[4-(trifluoromethyl)phenyl]-1H-indol-2-yl}propanoate). Reactants: CCOCC, Cl, O=C1CC2CCC(C1)N2CC(F)(F)F, N#C[K], O. Yields the product N#CC1(O)CC2CCC(C1)N2CC(F)(F)F. RXN SMILES: [CH3:16][CH2:17][O:18][CH2:19][CH3:20].[ClH:15].[F:1][C:2]([CH2:3][N:4]1[CH:5]2[CH2:6][C:7](=[O:12])[CH2:8][CH:9]1[CH2:10][CH2:11]2)([F:13])[F:14].[K:21][C:22]#[N:23].[OH2:24]>>[F:1][C:2]([CH2:3][N:4]1[CH:5]2[CH2:6][C:7]([OH:12])([C:22]#[N:23])[CH2:8][CH:9]1[CH2:10][CH2:11]2)([F:13])[F:14]. Starting materials: ClC=1OC(=C(N1)C1=CC=CC=C1)C1=CC=C(C=C1)S(=O)(=O)N (4-[2-Chloro-4-phenyl-5-oxazolyl]benzenesulfonamide), CN(C)C=O (N,N'-dimethylformamide), C([O-])([O-])=O.[K+].[K+] (potassium carbonate), FC=1C=C(C=C(C1)O)C1(CCOCC1)OC (4-(3-fluoro-5-hydroxyphenyl)-4-methoxy-3,4,5,6-tetrahydro-2H-pyran). Reported procedure: 4-[2-Chloro-4-phenyl-5-oxazolyl]benzenesulfonamide from Step 3 (0.74 g, 2.2 mmol), N,N'-dimethylformamide (DMF) (20 mL), potassium carbonate (0.61 g, 4.4 mmol), and 4-(3-fluoro-5-hydroxyphenyl)-4-methoxy-3,4,5,6-tetrahydro-2H-pyran [prepared as described by G. C. Crawley, et al, J. Med. Chem., 35, 2600-2609 (1992)] (0.75 g, 7.5 mmol) were stirred at room temperature for 16.0 hours. The solution was diluted with ethyl acetate (100 mL), washed with 1N HCl, brine and water, dried over MgSO4 and con... Product: FC=1C=C(OC=2OC(=C(N2)C2=CC=CC=C2)C2=CC=C(C=C2)S(=O)(=O)N)C=C(C1)C1(CCOCC1)OC (4-[2-[3-fluoro-5-(4-methoxy-3,4,5,6-tetrahydro-2H - pyran-4-yl)phenoxy]-4 -phenyl-5-oxazolyl]benzenesulfonamide). The solvent is C(C)(=O)OCC (ethyl acetate). As a reaction SMILES: Cl[C:2]1[O:3][C:4]([C:13]2[CH:18]=[CH:17][C:16]([S:19]([NH2:22])(=[O:21])=[O:20])=[CH:15][CH:14]=2)=[C:5]([C:7]2[CH:12]=[CH:11][CH:10]=[CH:9][CH:8]=2)[N:6]=1.CN(C=O)C.C(=O)([O-])[O-].[K+].[K+].[F:34][C:35]1[CH:36]=[C:37]([C:42]2([O:48][CH3:49])[CH2:47][CH2:46][O:45][CH2:44][CH2:43]2)[CH:38]=[C:39]([OH:41])[CH:40]=1>C(OCC)(=O)C>[F:34][C:35]1[CH:40]=[C:39]([CH:38]=[C:37]([C:42]2([O:48][CH3:49])[CH2:43][CH2:44][O:45][CH2:46][CH2:47]2)[CH:36]=1)[O:41][C:2]1[O:3][C:4]([C:13]2[CH:18]=[CH:17][C:16]([S:19]([NH2:22])(=[O:21])=[O:20])=[CH:15][CH:14]=2)=[C:5]([C:7]2[CH:12]=[CH:11][CH:10]=[CH:9][CH:8]=2)[N:6]=1 |f:2.3.4|. Isolated yield 34.7%. The reactants are FC=1C(=NC=C(C1NC1=NC=CN=C1C1=NC=NC(=C1)SC)F)NS(=O)(=O)CCC (N-(3,5-difluoro-4-(3-(6-(methylthio)pyrimidin-4-yl)pyrazin-2-ylamino)pyridin-2-yl)propane-1-sulfonamide), C(C)N (ethylamine). Solvent: CC(C)O (2-propanol). Reaction conditions: temperature 120 celsius, time 16 hour. Product: C(C)NC1=CC(=NC=N1)C=1C(=NC=CN1)NC1=C(C(=NC=C1F)NS(=O)(=O)CCC)F (N-(4-(3-(6-(Ethylamino)pyrimidin-4-yl)pyrazin-2-ylamino)-3,5-difluoropyridin-2-yl)propane-1-sulfonamide). As a reaction SMILES: [F:1][C:2]1[C:3]([NH:24][S:25]([CH2:28][CH2:29][CH3:30])(=[O:27])=[O:26])=[N:4][CH:5]=[C:6]([F:23])[C:7]=1[NH:8][C:9]1[C:14]([C:15]2[CH:20]=[C:19](SC)[N:18]=[CH:17][N:16]=2)=[N:13][CH:12]=[CH:11][N:10]=1.[CH2:31]([NH2:33])[CH3:32]>CC(O)C>[CH2:31]([NH:33][C:19]1[N:18]=[CH:17][N:16]=[C:15]([C:14]2[C:9]([NH:8][C:7]3[C:6]([F:23])=[CH:5][N:4]=[C:3]([NH:24][S:25]([CH2:28][CH2:29][CH3:30])(=[O:27])=[O:26])[C:2]=3[F:1])=[N:10][CH:11]=[CH:12][N:13]=2)[CH:20]=1)[CH3:32]. Procedure details: A stirred mixture of N-(3,5-difluoro-4-(3-(6-(methylthio)pyrimidin-4-yl)pyrazin-2-ylamino)pyridin-2-yl)propane-1-sulfonamide (70 mg, 0.15 mmol), ethylamine (70% solution in water, 3 mL) and 2-propanol (3 mL) was heated with stirring at 120° C. for 16 h. The reaction mixture was cooled to rt and concentrated. The residue was chromatographed on silica gel (10-50% ethyl acetate in hexanes eluant) to provide the title compound. The reactants are CC1(CNC2=CC(=CC=C12)N1CCOCC1)C (4-(3,3-dimethylindolin-6-yl)morpholine), ClC1=C(C(=NC2=C(C=C(C=C12)C)Cl)C)C (4,8-dichloro-2,3,6-trimethylquinoline), C([O-])([O-])=O.[Cs+].[Cs+] (cesium carbonate), C=1C=CC(=CC1)P(C=2C=CC=CC2)C3=CC=C4C=CC=CC4=C3C5=C6C=CC=CC6=CC=C5P(C=7C=CC=CC7)C=8C=CC=CC8 (rac-BINAP). Reagents/catalysts: C=1C=CC(=CC1)/C=C/C(=O)/C=C/C2=CC=CC=C2.C=1C=CC(=CC1)/C=C/C(=O)/C=C/C2=CC=CC=C2.C=1C=CC(=CC1)/C=C/C(=O)/C=C/C2=CC=CC=C2.[Pd].[Pd] (Pd2(dba)3). Run in O1CCOCC1 (1,4-dioxane). Reaction conditions: temperature 140 celsius, time 2 hour. The product is ClC=1C=C(C=C2C(=C(C(=NC12)C)C)N1CC(C2=CC=C(C=C12)N1CCOCC1)(C)C)C (8-chloro-4-(3,3-dimethyl-6-(4-morpholinyl)-2,3-dihydro-1H-indol-1-yl)-2,3,6-trimethylquinoline). RXN SMILES: [CH3:1][C:2]1([CH3:17])[C:10]2[C:5](=[CH:6][C:7]([N:11]3[CH2:16][CH2:15][O:14][CH2:13][CH2:12]3)=[CH:8][CH:9]=2)[NH:4][CH2:3]1.Cl[C:19]1[C:28]2[C:23](=[C:24]([Cl:30])[CH:25]=[C:26]([CH3:29])[CH:27]=2)[N:22]=[C:21]([CH3:31])[C:20]=1[CH3:32].C(=O)([O-])[O-].[Cs+].[Cs+].C1C=CC(P(C2C(C3C(P(C4C=CC=CC=4)C4C=CC=CC=4)=CC=C4C=3C=CC=C4)=C3C(C=CC=C3)=CC=2)C2C=CC=CC=2)=CC=1>C1C=CC(/C=C/C(/C=C/C2C=CC=CC=2)=O)=CC=1.C1C=CC(/C=C/C(/C=C/C2C=CC=CC=2)=O)=CC=1.C1C=CC(/C=C/C(/C=C/C2C=CC=CC=2)=O)=CC=1.[Pd].[Pd].O1CCOCC1>[Cl:30][C:24]1[CH:25]=[C:26]([CH3:29])[CH:27]=[C:28]2[C:23]=1[N:22]=[C:21]([CH3:31])[C:20]([CH3:32])=[C:19]2[N:4]1[C:5]2[C:10](=[CH:9][CH:8]=[C:7]([N:11]3[CH2:16][CH2:15][O:14][CH2:13][CH2:12]3)[CH:6]=2)[C:2]([CH3:17])([CH3:1])[CH2:3]1 |f:2.3.4,6.7.8.9.10|. Procedure: A dry, microwave vial containing 4-(3,3-dimethylindolin-6-yl)morpholine (150.7 mg, 0.65 mmol), 4,8-dichloro-2,3,6-trimethylquinoline (233.8 mg, 0.97 mmol), cesium carbonate (317.0 mg, 0.97 mmol), Pd2(dba)3 (119 mg, 0.13 mmol), rac-BINAP (81.6 mg, 0.13 mmol), and dry 1,4-dioxane (2.2 mL) was evacuated and backfilled with argon. The mixture was heated in the microwave at 140° C. After 2 h, the reaction was filtered then concentrated under reduced pressure. The residue was purified on silica gel (0... The reactants are FC(C(=O)O)(F)F (Trifluoroacetic acid), ClC1=NC=CC=C1N1C(N(C(C1)C(=O)OC(C)(C)C)C)=O (1,1-dimethylethyl 1-(2-chloro-3-pyridinyl)-3-methyl-2-oxo-4-imidazolidinecarboxylate). Run in ClCCl (dichloromethane). Reaction conditions: time 36 hour. Product: ClC1=NC=CC=C1N1C(N(C(C1)C(=O)O)C)=O (1-(2-chloro-3-pyridinyl)-3-methyl-2-oxo-4-imidazolidinecarboxylic acid). Isolated yield 113.1%. Reaction SMILES: FC(F)(F)C(O)=O.[Cl:8][C:9]1[C:14]([N:15]2[CH2:19][CH:18]([C:20]([O:22]C(C)(C)C)=[O:21])[N:17]([CH3:27])[C:16]2=[O:28])=[CH:13][CH:12]=[CH:11][N:10]=1>ClCCl>[Cl:8][C:9]1[C:14]([N:15]2[CH2:19][CH:18]([C:20]([OH:22])=[O:21])[N:17]([CH3:27])[C:16]2=[O:28])=[CH:13][CH:12]=[CH:11][N:10]=1. Procedure details: Trifluoroacetic acid (2.5 ml) was added to a solution of 1,1-dimethylethyl 1-(2-chloro-3-pyridinyl)-3-methyl-2-oxo-4-imidazolidinecarboxylate (579 mg, 1.857 mmol) in dichloromethane (10 ml) and the solution was stirred at room temperature for 36 hours. The solvent was evaporated under vacuum azeotroping with toluene and the residue dried under heated vacuum overnight 1-(2-chloro-3-pyridinyl)-3-methyl-2-oxo-4-imidazolidinecarboxylic acid (537 mg, 70.4% yield) which was used crude in the next step... Reactants: NC1CCCN2c3cc(Cl)ccc3Oc3ccccc3C12, CCOC(=O)CF. Yields the product O=C(CF)NC1CCCN2c3cc(Cl)ccc3Oc3ccccc3C12. Reaction SMILES: [Cl:1][c:2]1[cH:3][c:4]2[c:5]([cH:20][cH:21]1)[O:6][c:7]1[c:8]([cH:16][cH:17][cH:18][cH:19]1)[CH:9]1[N:10]2[CH2:11][CH2:12][CH2:13][CH:14]1[NH2:15].[F:22][CH2:23][C:24](=[O:25])[O:26][CH2:27][CH3:28]>>[Cl:1][c:2]1[cH:3][c:4]2[c:5]([cH:20][cH:21]1)[O:6][c:7]1[c:8]([cH:16][cH:17][cH:18][cH:19]1)[CH:9]1[N:10]2[CH2:11][CH2:12][CH2:13][CH:14]1[NH:15][C:24]([CH2:23][F:22])=[O:25]. The product is O=Cc1cnc(-c2ccc(C(CC3CCOCC3)c3ccc(S(=O)(=O)C4CC4)cc3)[nH]2)s1. Reactants: O=C([O-])O, CC#N, O=S(=O)(c1ccc(C(CC2CCOCC2)c2ccc(-c3ncc(CO)s3)[nH]2)cc1)C1CC1, [Na+]. RXN SMILES: [C:33](=[O:34])([O-:35])[OH:36].[CH3:38][C:39]#[N:40].[CH:1]1([S:4](=[O:5])(=[O:6])[c:7]2[cH:8][cH:9][c:10]([CH:13]([CH2:14][CH:15]3[CH2:16][CH2:17][O:18][CH2:19][CH2:20]3)[c:21]3[cH:22][cH:23][c:24](-[c:26]4[s:27][c:28]([CH2:31][OH:32])[cH:29][n:30]4)[nH:25]3)[cH:11][cH:12]2)[CH2:2][CH2:3]1.[Na+:37]>>[CH:1]1([S:4](=[O:5])(=[O:6])[c:7]2[cH:8][cH:9][c:10]([CH:13]([CH2:14][CH:15]3[CH2:16][CH2:17][O:18][CH2:19][CH2:20]3)[c:21]3[cH:22][cH:23][c:24](-[c:26]4[s:27][c:28]([CH:31]=[O:32])[cH:29][n:30]4)[nH:25]3)[cH:11][cH:12]2)[CH2:2][CH2:3]1. Reactants: ICl (Iodine monochloride), ClC=1C2=C(N=CN1)N(C=C2)COCCOC(C)=O (4-Chloro-7-(2-acetoxyethoxymethyl)pyrrolo[2,3-d]pyrimidine), CO (methanol), N (ammonia). The solvent is C(Cl)Cl (CH2Cl2). Run at time 20 hour. Yields the product ClC=1C2=C(N=CN1)N(C=C2I)COCCO (4-Chloro-5-iodo-7-(2-hydroxyethoxymethyl)pyrrolo[2,3-d] pyrimidine). As a reaction SMILES: [I:1]Cl.[Cl:3][C:4]1[C:5]2[CH:12]=[CH:11][N:10]([CH2:13][O:14][CH2:15][CH2:16][O:17]C(=O)C)[C:6]=2[N:7]=[CH:8][N:9]=1.CO.N>C(Cl)Cl>[Cl:3][C:4]1[C:5]2[C:12]([I:1])=[CH:11][N:10]([CH2:13][O:14][CH2:15][CH2:16][OH:17])[C:6]=2[N:7]=[CH:8][N:9]=1. Procedure details: Iodine monochloride (0.38 mL) was added dropwise with stirring under a nitrogen atmosphere to a solution of 4-chloro-7-(2-acetoxyethoxymethyl)pyrrolo[2,3-d]pyrimidine (3, 0.82 g) in dry CH2Cl2 (25 mL). The reaction mixture was stirred at room temperature for 20 hours. The solvent was evaporated at 40 degrees C. under high pressure and the dark purple syrup was placed on the top of a silica gel column. Elution of the column (15×2 cm) with CHCl3 yielded a dark colored syrup, after evaporation of t...